This data is from the Open Reaction Database (ORD), a public repository of structured organic reaction records. The task is: describe an organic reaction: reactants, conditions, products, and yield Reactants: CCOc1cc(COc2nn(Cc3ccccc3)cc2CO)ccc1OCc1nc(-c2ccco2)oc1C, C1CCOC1. Yields the product CCOc1cc(COc2nn(Cc3ccccc3)cc2C=O)ccc1OCc1nc(-c2ccco2)oc1C. As a reaction SMILES: [CH2:1]([c:2]1[cH:3][cH:4][cH:5][cH:6][cH:7]1)[n:8]1[n:9][c:10]([O:15][CH2:16][c:17]2[cH:18][c:19]([O:36][CH2:37][CH3:38])[c:20]([O:23][CH2:24][c:25]3[n:26][c:27](-[c:31]4[o:32][cH:33][cH:34][cH:35]4)[o:28][c:29]3[CH3:30])[cH:21][cH:22]2)[c:11]([CH2:13][OH:14])[cH:12]1.[O:39]1[CH2:40][CH2:41][CH2:42][CH2:43]1>>[CH2:1]([c:2]1[cH:3][cH:4][cH:5][cH:6][cH:7]1)[n:8]1[n:9][c:10]([O:15][CH2:16][c:17]2[cH:18][c:19]([O:36][CH2:37][CH3:38])[c:20]([O:23][CH2:24][c:25]3[n:26][c:27](-[c:31]4[o:32][cH:33][cH:34][cH:35]4)[o:28][c:29]3[CH3:30])[cH:21][cH:22]2)[c:11]([CH:13]=[O:14])[cH:12]1.